describe an organic reaction: reactants, conditions, products, and yield From a dataset of the Open Reaction Database (ORD), a public repository of structured organic reaction records. Reactants: C(=O)C1=C(NC(=C1C)C)C(=O)OC (methyl 3-formyl-4,5-dimethylpyrrole-2-carboxylate), BrCCBr (1,2-dibromoethane). The product is BrCCN1C(=C(C(=C1C)C)C=O)C(=O)OC (Methyl 1-(2-bromoethyl)-3-formyl-4,5-dimethylpyrrole-2-carboxylate). Reaction SMILES: [CH:1]([C:3]1[C:7]([CH3:8])=[C:6]([CH3:9])[NH:5][C:4]=1[C:10]([O:12][CH3:13])=[O:11])=[O:2].[Br:14][CH2:15][CH2:16]Br>>[Br:14][CH2:15][CH2:16][N:5]1[C:6]([CH3:9])=[C:7]([CH3:8])[C:3]([CH:1]=[O:2])=[C:4]1[C:10]([O:12][CH3:13])=[O:11]. Procedure: The title compound was prepared as ocherous crystals in 9.4% yeild in a similar procedure to that described in Referential Example 9 by using methyl 3-formyl-4,5-dimethylpyrrole-2-carboxylate and 1,2-dibromoethane. Reactants: CC1=C(C(=NC(=C1F)F)F)F (4-methyl-2,3,5,6-tetrafluoropyridine), C([O-])([O-])=O.[K+].[K+] (potassium carbonate), OC1=CC(=NN1C)C(F)(F)F (5-hydroxy-1-methyl-3-trifluoromethylpyrazole). Run in CN(C)C=O (DMF). Conditions: temperature 80 celsius. Product: 2-(1-methyl-3-trifluoromethylpyrazol.-5-yloxy)-4-methyl-3,5,6-trifluoropyridine, CN1N=C(C=C1OC1=NC(=C(C(=C1F)C)F)OC1=CC(=NN1C)C(F)(F)F)C(F)(F)F (2,6-bis(1-methyl-3-trifluoromethylpyrazol-5-yloxy)-3,5-difluoro-4-methylpyridine). The yield is 79.2%. As a reaction SMILES: [CH3:1][C:2]1[C:7]([F:8])=[C:6](F)[N:5]=[C:4](F)[C:3]=1[F:11].[C:12](=[O:15])([O-])[O-].[K+].[K+].[OH:18][C:19]1[N:23]([CH3:24])[N:22]=[C:21]([C:25]([F:28])([F:27])[F:26])[CH:20]=1>CN(C=O)C>[CH3:24][N:23]1[C:19]([O:18][C:6]2[C:7]([F:8])=[C:2]([CH3:1])[C:3]([F:11])=[C:4]([O:15][C:12]3[N:23]([CH3:19])[N:22]=[C:21]([C:25]([F:28])([F:27])[F:26])[CH:20]=3)[N:5]=2)=[CH:20][C:21]([C:25]([F:28])([F:27])[F:26])=[N:22]1 |f:1.2.3|. Procedure details: A mixture of 4-methyl-2,3,5,6-tetrafluoropyridine (4 g, 24 mmol), potassium carbonate (3.7 g, 26.5 mmol) and 5-hydroxy-1-methyl-3-trifluoromethylpyrazole (4.4 g, 26.5 mmol) in anhydrous DMF (20 ml) is heated to 80° C. overnight. After cooling, the solvent is removed under reduced pressure. Pentane/ethyl acetate (1/2 by volume) is added to the residue and the mixture is washed twice with water. After drying of the organic layer, the solvent is removed and both products are purified by flash chrom...